From a dataset of the Open Reaction Database (ORD), a public repository of structured organic reaction records. describe an organic reaction: reactants, conditions, products, and yield The reactants are O (water), C1(C=2C(C(N1CCCCC(=O)ON1C(CCC1=O)=O)=O)=CC=CC2)=O (N-(5-phthalimidopentanoyloxy)succinimide), CC(C1CCC(C(O1)OC2C(CC(C(C2O)OC3C(C(C(CO3)(C)O)NC)O)N)N)N)NC (gentamicins), S(=O)(=O)([O-])[O-] (sulfate). The solvent is CO (methanol), CO (methanol), C(Cl)(Cl)Cl (chloroform), CN(C=O)C (dimethylformamide), C(C)N(CC)CC (triethylamine). Reaction conditions: time 16 hour. Product: [OH-].[NH4+] (ammonium hydroxide), CC(C1CCC(C(O1)OC2C(CC(C(C2O)OC3C(C(C(CO3)(C)O)NC)O)N)N)N)NC (gentamicins). Isolated yield 7.0%. Reaction SMILES: [CH3:1][CH:2]([NH:32][CH3:33])[CH:3]1[O:8][CH:7]([O:9][CH:10]2[CH:15]([OH:16])[CH:14]([O:17][CH:18]3[O:23][CH2:22][C:21]([OH:25])([CH3:24])[CH:20]([NH:26][CH3:27])[CH:19]3[OH:28])[CH:13]([NH2:29])[CH2:12][CH:11]2[NH2:30])[CH:6]([NH2:31])[CH2:5][CH2:4]1.S([O-])([O-])(=O)=O.O.C1(=O)N(CCCCC(ON2C(=O)CCC2=O)=O)C(=O)C2=CC=CC=C12>CO.C(Cl)(Cl)Cl.CN(C)C=O.C(N(CC)CC)C>[OH-:8].[NH4+:26].[CH3:1][CH:2]([NH:32][CH3:33])[CH:3]1[O:8][CH:7]([O:9][CH:10]2[CH:15]([OH:16])[CH:14]([O:17][CH:18]3[O:23][CH2:22][C:21]([OH:25])([CH3:24])[CH:20]([NH:26][CH3:27])[CH:19]3[OH:28])[CH:13]([NH2:29])[CH2:12][CH:11]2[NH2:30])[CH:6]([NH2:31])[CH2:5][CH2:4]1 |f:8.9|. Procedure: Dissolve 2.5 g. of 5-epigentamicin C1 sulfate in 250 ml. of water and add 100 ml. of methanol. Add 0.35 g. of triethylamine and stir for 10 minutes. Add a solution of 1.2 g. N-(5-phthalimidopentanoyloxy)succinimide in 20 ml. of dry dimethylformamide dropwise with stirring to the solution of the antibiotic. Stir the mixture at ambient temperature for 16 hours. Concentrate the reaction mixture to a residue in vacuo and triturate the residue with methanol to yield 3.4 g. of white solids. Chromatogr... The reactants are FC(C(C(F)(F)F)CC(F)F)(F)F (2-trifluoromethyl-1,1,1,4,4-pentafluorobutane), FC(=C)F (1,1-difluoroethylene). Yields the product FC(C(C(F)(F)F)(CC(F)F)F)(F)F (2-trifluoromethyl-1,1,1,2,4,4-hexafluorobutane). Procedure: As another example, 2-trifluoromethyl-1,1,1,4,4-pentafluorobutane may be prepared by reacting commercially available 1,1-difluoroethylene according to the procedure of George L. Fleming et al., supra, to form a product which may then be hydrogenated to form 2-trifluoromethyl-1,1,1,2,4,4-hexafluorobutane which may then be dehydrohalogenated and then hydrogenated to form 2-trifluoromethyl-1,1,1,4,4-pentafluorobutane As a reaction SMILES: [F:1][C:2]([F:13])([F:12])[CH:3]([CH2:8][CH:9]([F:11])[F:10])[C:4]([F:7])([F:6])[F:5].[F:14]C(F)=C>>[F:1][C:2]([F:12])([F:13])[C:3]([F:14])([CH2:8][CH:9]([F:10])[F:11])[C:4]([F:6])([F:5])[F:7]. Starting materials: CN1C(=NC=C1C=O)[N+](=O)[O-] (1-methyl-2-nitro-5-imidazolecarboxaldehyde), Cl.OCCN1C(=NC=C1CC)N (1-(2-hydroxyethyl)-2-amino-5-ethylimidazole hydrochloride), [O-]CC.[Na+] (sodium ethoxide). Run in C(C)O (ethanol), C(C)O (ethanol). Reaction conditions: time 8 hour. Yields the product CN1C(=NC=C1C=NC=1N(C(=CN1)CC)CCO)[N+](=O)[O-] (1-Methyl-5-[1-(2-hydroxyethyl)-5-ethyl-2-imidazolyl]iminomethyl-2-nitroimidazole). RXN SMILES: [CH3:1][N:2]1[C:6]([CH:7]=O)=[CH:5][N:4]=[C:3]1[N+:9]([O-:11])=[O:10].Cl.[OH:13][CH2:14][CH2:15][N:16]1[C:20]([CH2:21][CH3:22])=[CH:19][N:18]=[C:17]1[NH2:23].[O-]CC.[Na+]>C(O)C>[CH3:1][N:2]1[C:6]([CH:7]=[N:23][C:17]2[N:16]([CH2:15][CH2:14][OH:13])[C:20]([CH2:21][CH3:22])=[CH:19][N:18]=2)=[CH:5][N:4]=[C:3]1[N+:9]([O-:11])=[O:10] |f:1.2,3.4|. Procedure: To a solution of 0.4 g. of 1-methyl-2-nitro-5-imidazolecarboxaldehyde dissolved in 25 ml. of ethanol, 0.494 g. of 1-(2-hydroxyethyl)-2-amino-5-ethylimidazole hydrochloride and 0.175 ml. of sodium ethoxide in 2.89 ml. of ethanol are added. After standing overnight, the solid which precipitates is collected on the filter and washed with water. Yield: 0.269 g., m.p. 185°-187° C. Starting materials: CN(C)CCCO, ClCCl, c1cc(N2CCCC2)ccn1, CCCCOc1nc(N)c2[nH]c(=O)n(CCOc3ccccc3C(=O)O)c2n1. Product: CCCCOc1nc(N)c2[nH]c(=O)n(CCOc3ccccc3C(=O)OCCCN(C)C)c2n1. RXN SMILES: [CH3:29][N:30]([CH2:31][CH2:32][CH2:33][OH:34])[CH3:35].[Cl:47][CH2:48][Cl:49].[N:36]1([c:37]2[cH:38][cH:39][n:40][cH:41][cH:42]2)[CH2:43][CH2:44][CH2:45][CH2:46]1.[NH2:1][c:2]1[c:3]2[nH:4][c:5](=[O:28])[n:6]([CH2:16][CH2:17][O:18][c:19]3[c:20]([C:21](=[O:22])[OH:23])[cH:24][cH:25][cH:26][cH:27]3)[c:7]2[n:8][c:9]([O:11][CH2:12][CH2:13][CH2:14][CH3:15])[n:10]1>>[NH2:1][c:2]1[c:3]2[nH:4][c:5](=[O:28])[n:6]([CH2:16][CH2:17][O:18][c:19]3[c:20]([C:21](=[O:22])[O:23][CH2:33][CH2:32][CH2:31][N:30]([CH3:29])[CH3:35])[cH:24][cH:25][cH:26][cH:27]3)[c:7]2[n:8][c:9]([O:11][CH2:12][CH2:13][CH2:14][CH3:15])[n:10]1.